This data is from the Open Reaction Database (ORD), a public repository of structured organic reaction records. The task is: describe an organic reaction: reactants, conditions, products, and yield Starting materials: BrC1=CC=C(C=C1)N1C(=CC=C1C)C1=CC(=C(C=C1)S(=O)(=O)C)F (1-(4-bromophenyl)-2-[3-fluoro-4-(methylsulfonyl)phenyl]-5-methyl-1H -pyrrole), O1C(=CC=C1)B(O)O (2-furanboronic acid), C(=O)(O)[O-].[Na+] (NaHCO3). Reagents/catalysts: Cl[Pd]([P](C1=CC=CC=C1)(C2=CC=CC=C2)C3=CC=CC=C3)([P](C4=CC=CC=C4)(C5=CC=CC=C5)C6=CC=CC=C6)Cl (dichlorobis(triphenylphosphine)palladium). Run in COCCOC.O (DME water). Yields the product FC=1C=C(C=CC1S(=O)(=O)C)C1=CC=C(N1C1=CC=C(C=C1)C=1OC=CC1)C (5-[3-Fluoro-4-(methylsulfonyl)phenyl]1-[4-(2-furyl)phenyl]-2-methyl-1H-pyrrole). The yield is 60.7%. Reaction SMILES: Br[C:2]1[CH:7]=[CH:6][C:5]([N:8]2[C:12]([CH3:13])=[CH:11][CH:10]=[C:9]2[C:14]2[CH:19]=[CH:18][C:17]([S:20]([CH3:23])(=[O:22])=[O:21])=[C:16]([F:24])[CH:15]=2)=[CH:4][CH:3]=1.[O:25]1[CH:29]=[CH:28][CH:27]=[C:26]1B(O)O.C([O-])(O)=O.[Na+]>COCCOC.O.Cl[Pd](Cl)([P](C1C=CC=CC=1)(C1C=CC=CC=1)C1C=CC=CC=1)[P](C1C=CC=CC=1)(C1C=CC=CC=1)C1C=CC=CC=1>[F:24][C:16]1[CH:15]=[C:14]([C:9]2[N:8]([C:5]3[CH:6]=[CH:7][C:2]([C:26]4[O:25][CH:29]=[CH:28][CH:27]=4)=[CH:3][CH:4]=3)[C:12]([CH3:13])=[CH:11][CH:10]=2)[CH:19]=[CH:18][C:17]=1[S:20]([CH3:23])(=[O:22])=[O:21] |f:2.3,4.5,^1:47,66|. Procedure details: To a stirred suspension of 1-(4-bromophenyl)-2-[3-fluoro-4-(methylsulfonyl)phenyl]-5-methyl-1H -pyrrole (0.41 g, 1 mmol), 2-furanboronic acid (0.14 g, 1.26 mmol), NaHCO3 (0.19 g, 2.3 mmol) in DME-water (6 mL-2 mL) was added dichlorobis(triphenylphosphine)palladium (80 mg, 0.115 mmol) at room temperature under nitrogen. The mixture was heated at reflux temperature for 6 hours. After cooling, volatiles were removed by evaporation. The residue was purified by flash chromatography on silica gel elut...